This data is from the Open Reaction Database (ORD), a public repository of structured organic reaction records. The task is: describe an organic reaction: reactants, conditions, products, and yield Starting materials: C=O (formalin), C([O-])([O-])=O.[Na+].[Na+] (sodium carbonate), CNC (dimethylamine), N1(N=NN=C1)C1=CC=C(C=C1)S (p-(1H-tetrazol-1-yl)benzenethiol). Solvent: ClCCl (dichloromethane). The product is CN(C)CSC1=CC=C(C=C1)N1N=NN=C1 (1-[p-(dimethylaminomethylthio)phenyl]-1H-tetrazole). As a reaction SMILES: C=O.[CH3:3][NH:4][CH3:5].[N:6]1([C:11]2[CH:16]=[CH:15][C:14]([SH:17])=[CH:13][CH:12]=2)[CH:10]=[N:9][N:8]=[N:7]1.[C:18](=O)([O-])[O-].[Na+].[Na+]>ClCCl>[CH3:3][N:4]([CH2:18][S:17][C:14]1[CH:13]=[CH:12][C:11]([N:6]2[CH:10]=[N:9][N:8]=[N:7]2)=[CH:16][CH:15]=1)[CH3:5] |f:3.4.5|. Procedure details: To 1.0 ml. (10 mmol) of formalin at 0°-5° C. was added dropwise, with stirring, 1.1 ml. (10 mmol) of dimethylamine. After 20 minutes stirring, 1.78 g. (10 mmol) of p-(1H-tetrazol-1-yl)benzenethiol was added all at once followed by solid sodium carbonate. The mixture was stoppered, stirred vigorously for 11/2 hours, and dichloromethane added. The dichloromethane layer was washed with water, dried, and evaporated to give white crystals, m.p. 56°-57.5° C.